Dataset: the Open Reaction Database (ORD), a public repository of structured organic reaction records. Task: describe an organic reaction: reactants, conditions, products, and yield The reactants are C[O-], CO, Fc1ccc(Cn2c(NC3CCN(CCNc4cc(Cl)ncn4)CC3)nc3ccccc32)cc1, [Na+]. Yields the product COc1cc(NCCN2CCC(Nc3nc4ccccc4n3Cc3ccc(F)cc3)CC2)ncn1. As a reaction SMILES: [CH3:35][O-:36].[CH3:38][OH:39].[Cl:1][c:2]1[cH:3][c:4]([NH:8][CH2:9][CH2:10][N:11]2[CH2:12][CH2:13][CH:14]([NH:17][c:18]3[n:19][c:20]4[c:21]([n:22]3[CH2:23][c:24]3[cH:25][cH:26][c:27]([F:30])[cH:28][cH:29]3)[cH:31][cH:32][cH:33][cH:34]4)[CH2:15][CH2:16]2)[n:5][cH:6][n:7]1.[Na+:37]>>[c:2]1([O:36][CH3:35])[cH:3][c:4]([NH:8][CH2:9][CH2:10][N:11]2[CH2:12][CH2:13][CH:14]([NH:17][c:18]3[n:19][c:20]4[c:21]([n:22]3[CH2:23][c:24]3[cH:25][cH:26][c:27]([F:30])[cH:28][cH:29]3)[cH:31][cH:32][cH:33][cH:34]4)[CH2:15][CH2:16]2)[n:5][cH:6][n:7]1.